describe an organic reaction: reactants, conditions, products, and yield From a dataset of the Open Reaction Database (ORD), a public repository of structured organic reaction records. Starting materials: Br[C@@H]1[C@@H](C[C@H]2C(O[C@@H]12)=O)NC(OC(C)(C)C)=O (Tert-butyl [(1R,3R,4R,5R)-4-bromo-7-oxo-6-oxabicyclo[3.2.0]hept-3-yl]carbamate), [BH4-].[Li+] (lithium tetrahydroborate). Run at temperature 0 celsius, time 30 minute. As a reaction SMILES: [Br:1][C@H:2]1[C@H:8]2[C@H:5]([C:6](=[O:9])[O:7]2)[CH2:4][C@H:3]1[NH:10][C:11](=[O:17])[O:12][C:13]([CH3:16])([CH3:15])[CH3:14].[BH4-].[Li+]>C1COCC1>[Br:1][C@H:2]1[C@H:8]([OH:7])[C@H:5]([CH2:6][OH:9])[CH2:4][C@H:3]1[NH:10][C:11](=[O:17])[O:12][C:13]([CH3:15])([CH3:14])[CH3:16] |f:1.2|. Isolated yield 99.1%. Solvent: C1CCOC1 (THF), C1CCOC1 (THF). Procedure: Tert-butyl [(1R,3R,4R,5R)-4-bromo-7-oxo-6-oxabicyclo[3.2.0]hept-3-yl]carbamate (450.0 g, 1.470 mol) was dissolved in THF (6 L) and the mixture was cooled to 0° C. 2.0M lithium tetrahydroborate in THF (730 ml) was added slowly, maintaining an internal temperature lower than 10° C. The mixture was then stirred at 0° C. for 30 minutes, after which HPLC indicated that the starting material had been consumed. At 0° C., a mixture of saturated ammonium chloride in water (2.5 L) and water (2.5 L) was ad... Product: Br[C@@H]1[C@@H](C[C@H]([C@H]1O)CO)NC(OC(C)(C)C)=O (Tert-butyl [(1R,2R,3R,4S)-2-bromo-3-hydroxy-4-(hydroxymethyl)cyclopentyl]carbamate). RXN SMILES: [C:19](=[O:20])([O-:21])[O-:22].[CH3:25][c:26]1[cH:27][cH:28][cH:29][cH:30][cH:31]1.[CH:1]([c:2]1[c:3]([O:8][CH3:9])[cH:4][cH:5][cH:6][cH:7]1)=[O:10].[NH4+:23].[NH4+:24].[SH:11][CH:12]([C:13](=[O:14])[O:15][CH2:16][CH3:17])[CH3:18]>>[CH:1]1([c:2]2[c:3]([O:8][CH3:9])[cH:4][cH:5][cH:6][cH:7]2)[S:11][CH:12]([CH3:18])[C:13](=[O:14])[NH:23]1. The product is COc1ccccc1C1NC(=O)C(C)S1. Reactants: O=C([O-])[O-], Cc1ccccc1, COc1ccccc1C=O, [NH4+], [NH4+], CCOC(=O)C(C)S. The reactants are C(CC)S(=O)(=O)C=1C(=C(C=C(C1)[C@@H]1O[C@H](CC1)C1=CC(=C(C(=C1)OC)OC)OC)OC)OCC1=CC=CC=C1 (trans-2-(5-propylsulfonyl-4-benzyloxy-3-methoxyphenyl)-5-(3,4,5-trimethoxyphenyl) tetrahydrofuran), palladium-over-charcoal. Solvent: C(C)(=O)OCC (ethyl acetate). Product: C(CC)S(=O)(=O)C=1C(=C(C=C(C1)[C@@H]1O[C@H](CC1)C1=CC(=C(C(=C1)OC)OC)OC)OC)O (trans-2-(5-propylsulfonyl-4-Hydroxy-3-methoxyphenyl)-5-(3,4,5-trimethoxyphenyl) tetrahydrofuran). As a reaction SMILES: [CH2:1]([S:4]([C:7]1[C:8]([O:32]CC2C=CC=CC=2)=[C:9]([O:30][CH3:31])[CH:10]=[C:11]([C@H:13]2[CH2:17][CH2:16][C@H:15]([C:18]3[CH:23]=[C:22]([O:24][CH3:25])[C:21]([O:26][CH3:27])=[C:20]([O:28][CH3:29])[CH:19]=3)[O:14]2)[CH:12]=1)(=[O:6])=[O:5])[CH2:2][CH3:3]>C(OCC)(=O)C>[CH2:1]([S:4]([C:7]1[C:8]([OH:32])=[C:9]([O:30][CH3:31])[CH:10]=[C:11]([C@H:13]2[CH2:17][CH2:16][C@H:15]([C:18]3[CH:23]=[C:22]([O:24][CH3:25])[C:21]([O:26][CH3:27])=[C:20]([O:28][CH3:29])[CH:19]=3)[O:14]2)[CH:12]=1)(=[O:6])=[O:5])[CH2:2][CH3:3]. Procedure: A solution of trans-2-(5-propylsulfonyl-4-benzyloxy-3-methoxyphenyl)-5-(3,4,5-trimethoxyphenyl) tetrahydrofuran (5.0 g) in ethyl acetate (100 mL) was hydrogenated over 10% palladium-over-charcoal (250 mg) for 1 h. The catalyst was filtered off and the filtrate was concentrated to a crystalline mass. Recrystallization from ethyl ether gave pure product: mp 168°-169° C.; NMR (CDCl3) δ 1.0 (t, CH2CH2CH3) 1.7 (m, CH2CH2CH3), 2.0 & 2.49 (2 m, H-3-& H-4), 3.4 (m, CH2CH2CH3), 3.84, 3.89 & 3.93 (3 s, 4 ... Reactants: O=C([O-])[O-], ClCCl, CC1CCCN1, CC#N, CC1(C)OB(c2ccc(OCCCCl)cc2)OC1(C)C, [I-], [K+], [K+], [Na+], O=S(=O)(O)c1ccccc1. The product is CC1CCCN1CCCOc1ccc(B2OC(C)(C)C(C)(C)O2)cc1. RXN SMILES: [C:39](=[O:40])([O-:41])[O-:42].[CH2:45]([Cl:46])[Cl:47].[CH3:21][CH:22]1[NH:23][CH2:24][CH2:25][CH2:26]1.[CH3:48][C:49]#[N:50].[Cl:1][CH2:2][CH2:3][CH2:4][O:5][c:6]1[cH:7][cH:8][c:9]([B:12]2[O:13][C:14]([CH3:19])([CH3:20])[C:15]([CH3:17])([CH3:18])[O:16]2)[cH:10][cH:11]1.[I-:38].[K+:43].[K+:44].[Na+:37].[c:27]1([S:28]([OH:29])(=[O:30])=[O:31])[cH:32][cH:33][cH:34][cH:35][cH:36]1>>[CH2:2]([CH2:3][CH2:4][O:5][c:6]1[cH:7][cH:8][c:9]([B:12]2[O:13][C:14]([CH3:19])([CH3:20])[C:15]([CH3:17])([CH3:18])[O:16]2)[cH:10][cH:11]1)[N:23]1[CH:22]([CH3:21])[CH2:26][CH2:25][CH2:24]1. Starting materials: CN1CCNCC1, CC(C)(C)OC(=O)N1CCC(Oc2cc(F)ccc2C(=O)Nc2ccccc2C(=O)Nc2ccc(Cl)cn2)CC1. Yields the product CN1CCN(c2ccc(C(=O)Nc3ccccc3C(=O)Nc3ccc(Cl)cn3)c(OC3CCN(C(=O)OC(C)(C)C)CC3)c2)CC1. As a reaction SMILES: [CH3:41][N:42]1[CH2:43][CH2:44][NH:45][CH2:46][CH2:47]1.[F:1][c:2]1[cH:3][c:4]([O:27][CH:28]2[CH2:29][CH2:30][N:31]([C:34](=[O:35])[O:36][C:37]([CH3:38])([CH3:39])[CH3:40])[CH2:32][CH2:33]2)[c:5]([C:6](=[O:7])[NH:8][c:9]2[c:10]([C:11](=[O:12])[NH:13][c:14]3[n:15][cH:16][c:17]([Cl:20])[cH:18][cH:19]3)[cH:21][cH:22][cH:23][cH:24]2)[cH:25][cH:26]1>>[c:2]1([N:45]2[CH2:44][CH2:43][N:42]([CH3:41])[CH2:47][CH2:46]2)[cH:3][c:4]([O:27][CH:28]2[CH2:29][CH2:30][N:31]([C:34](=[O:35])[O:36][C:37]([CH3:38])([CH3:39])[CH3:40])[CH2:32][CH2:33]2)[c:5]([C:6](=[O:7])[NH:8][c:9]2[c:10]([C:11](=[O:12])[NH:13][c:14]3[n:15][cH:16][c:17]([Cl:20])[cH:18][cH:19]3)[cH:21][cH:22][cH:23][cH:24]2)[cH:25][cH:26]1. Starting materials: O[Si](=O)O (LiChrosorb RP-8), COC1=C(C(=C(C=C1OCOC)OC)OCOC)CCCCCCCC#CCCCC (1-[2,5-dimethoxy-3,6-bis(methoxymethoxy)phenyl]tridec-8-yne), ( 2 ), C(C)#N.O (acetonitrile water). Reagents/catalysts: S(=O)(=O)([O-])[O-].[Ba+2].[Pd+2].S(=O)(=O)([O-])[O-].N1=CC=CC2=CC=CC=C12 (palladium-barium sulfate quinoline). The solvent is CO (methanol). Product: CCCCCCCC=CCCCC (tridec-8 -ene). RXN SMILES: CO[C:3]1[C:8](OCOC)=[CH:7][C:6](OC)=[C:5](OCOC)[C:4]=1[CH2:19][CH2:20][CH2:21][CH2:22][CH2:23][CH2:24][CH2:25]C#CCCCC.C(#N)C.O.O[Si](O)=O>CO.S([O-])([O-])(=O)=O.[Ba+2].[Pd+2].S([O-])([O-])(=O)=O.N1C2C(=CC=CC=2)C=CC=1>[CH3:25][CH2:24][CH2:23][CH2:22][CH2:21][CH2:20][CH2:19][CH:4]=[CH:3][CH2:8][CH2:7][CH2:6][CH3:5] |f:1.2,5.6.7.8.9|. Procedure details: 1 Gram of 1-[2,5-dimethoxy-3,6-bis(methoxymethoxy)phenyl]tridec-8-yne prepared in the above-mentioned (2) was dissolved in 10 ml of methanol, to this solution was added 40 mg of 5%-palladium-barium sulfate-quinoline (1:1) and the mixture was catalytically reduced under a normal hydrogen pressure at room temperature for 4 hours. This reaction was traced by means of a high performance liquid chromatography. Thus, the reaction was determined by measuring the optical density (OD) at UV254 under cond...